Dataset: the Open Reaction Database (ORD), a public repository of structured organic reaction records. Task: describe an organic reaction: reactants, conditions, products, and yield Reactants: S(=O)(=O)(C1=CC=C(C)C=C1)Cl (tosyl chloride), [H-].[Na+] (sodium hydride), oil, C(#C)C1=CNC2=NC=C(N=C21)C2=CC=C(C=C2)S(=O)(=O)C(C)C (7-ethynyl-2-(4-isopropylsulfonylphenyl)-5H-pyrrolo[2,3-b]pyrazine). Solvent: CN(C)C=O (DMF). Conditions: time 20 minute. Product: C(#C)C1=CN(C2=NC=C(N=C21)C2=CC=C(C=C2)S(=O)(=O)C(C)C)S(=O)(=O)C2=CC=C(C=C2)C (7-Ethynyl-2-(4-isopropylsulfonylphenyl)-5-(p-tolylsulfonyl)pyrrolo[2,3-b]pyrazine). RXN SMILES: [H-].[Na+].[C:3]([C:5]1[C:13]2[C:8](=[N:9][CH:10]=[C:11]([C:14]3[CH:19]=[CH:18][C:17]([S:20]([CH:23]([CH3:25])[CH3:24])(=[O:22])=[O:21])=[CH:16][CH:15]=3)[N:12]=2)[NH:7][CH:6]=1)#[CH:4].[S:26](Cl)([C:29]1[CH:35]=[CH:34][C:32]([CH3:33])=[CH:31][CH:30]=1)(=[O:28])=[O:27]>CN(C=O)C>[C:3]([C:5]1[C:13]2[C:8](=[N:9][CH:10]=[C:11]([C:14]3[CH:15]=[CH:16][C:17]([S:20]([CH:23]([CH3:25])[CH3:24])(=[O:22])=[O:21])=[CH:18][CH:19]=3)[N:12]=2)[N:7]([S:26]([C:29]2[CH:35]=[CH:34][C:32]([CH3:33])=[CH:31][CH:30]=2)(=[O:28])=[O:27])[CH:6]=1)#[CH:4] |f:0.1|. Reported procedure: A 60% dispersion of sodium hydride in mineral oil (19.79 mg, 0.5164 mmol) was added slowly to a stirred solution of 7-ethynyl-2-(4-isopropylsulfonylphenyl)-5H-pyrrolo[2,3-b]pyrazine (140 mg, 0.4303 mmol) in DMF (1.2 mL) at 0° C. The reaction mixture was stirred at this temperature for 20 minutes then tosyl chloride (82.04 mg, 0.4303 mmol) was added and reaction mixture allowed to warm to ambient temperature over 16 hours. The reaction mixture was quenched by the slow addition of water (30 mL) an... Starting materials: Br (hydrobromic acid), C(C1=CC=CC=C1)OC1=C(C=C(C(=O)C2=C(C=CC=C2)F)C=C1)OC (4-(benzyloxy)-2'-fluoro-3-methoxybenzophenone), ice water. Run in C(C)(=O)O (acetic acid). Conditions: time 1.5 hour. Yields the product FC1=C(C=CC=C1)C(C1=CC(=C(C=C1)O)OC)=O (2'-fluoro-4-hydroxy-3-methoxybenzophenone). Reaction SMILES: Br.C([O:9][C:10]1[CH:24]=[CH:23][C:13]([C:14]([C:16]2[CH:21]=[CH:20][CH:19]=[CH:18][C:17]=2[F:22])=[O:15])=[CH:12][C:11]=1[O:25][CH3:26])C1C=CC=CC=1>C(O)(=O)C>[F:22][C:17]1[CH:18]=[CH:19][CH:20]=[CH:21][C:16]=1[C:14](=[O:15])[C:13]1[CH:23]=[CH:24][C:10]([OH:9])=[C:11]([O:25][CH3:26])[CH:12]=1. Procedure details: 170 ml of 33 percent hydrobromic acid in glacial acetic acid are added at 20°-25° within 20 minutes to 42.4 g of 4-(benzyloxy)-2'-fluoro-3-methoxybenzophenone (dissolved in 450 ml of methylene chloride). After stirring at 20° for 1.5 hours, the reaction mixture is poured into 750 ml of ice-water; the methylene chloride phase is separated and the aqueous phase is extracted twice more with 200 ml of methylene chloride. The combined methylene chloride phases are washed with 1200 ml of water, dried ... The reactants are ClC=1C=C(CN2C(=C(C=C2C(F)(F)F)C2=CC=C(C=C2)Cl)C(=O)OCC)C=CC1 (ethyl 1-(3-chlorobenzyl)-3-(4-chlorophenyl)-5-(trifluoromethyl)-1H-pyrrole-2-carboxylate), O[Li].O (LiOH.H2O). Solvent: CCO (EtOH), O (H2O). Yields the product ClC=1C=C(CN2C(=C(C=C2C(F)(F)F)C2=CC=C(C=C2)Cl)C(=O)O)C=CC1 (1-(3-Chlorobenzyl)-3-(4-chlorophenyl)-5-(trifluoromethyl)-1H-pyrrole-2-carboxylic acid). RXN SMILES: [Cl:1][C:2]1[CH:3]=[C:4]([CH:27]=[CH:28][CH:29]=1)[CH2:5][N:6]1[C:10]([C:11]([F:14])([F:13])[F:12])=[CH:9][C:8]([C:15]2[CH:20]=[CH:19][C:18]([Cl:21])=[CH:17][CH:16]=2)=[C:7]1[C:22]([O:24]CC)=[O:23].O[Li].O>CCO.O>[Cl:1][C:2]1[CH:3]=[C:4]([CH:27]=[CH:28][CH:29]=1)[CH2:5][N:6]1[C:10]([C:11]([F:13])([F:12])[F:14])=[CH:9][C:8]([C:15]2[CH:16]=[CH:17][C:18]([Cl:21])=[CH:19][CH:20]=2)=[C:7]1[C:22]([OH:24])=[O:23] |f:1.2|. Reported procedure: To crude ethyl 1-(3-chlorobenzyl)-3-(4-chlorophenyl)-5-(trifluoromethyl)-1H-pyrrole-2-carboxylate (732 mg, max. 1.57 mmol) in EtOH (2 mL) and H2O (2 mL) was added LiOH.H2O (347 mg, 8.28 mmol). The reaction mixture was stirred at reflux temperature overnight. The reaction mixture was concentrated, diluted with H2O (5 mL) and acidified with aqueous 1 M KHSO4 (10 mL) while cooling with an ice-bath. The precipitate was filtrated, washed with H2O (2×) and dried on filter to give ACI-07 (533 mg, 82% o... Starting materials: ClC=1N=NC(=CC1)Cl (3,6-dichloropyridazine), C(CCN)N (1,3-propanediamine), C([O-])([O-])=O.[Na+].[Na+] (sodium carbonate). Solvent: C(C)O (ethanol). The product is ClC1=CC=C(N=N1)NCCCN (N-(6-chloro-3-pyridazinyl)-1,3-propanediamine). Yield: 66.0%. Reaction SMILES: [Cl:1][C:2]1[N:3]=[N:4][C:5](Cl)=[CH:6][CH:7]=1.[CH2:9]([NH2:13])[CH2:10][CH2:11][NH2:12].C(=O)([O-])[O-].[Na+].[Na+]>C(O)C>[Cl:1][C:2]1[N:3]=[N:4][C:5]([NH:12][CH2:11][CH2:10][CH2:9][NH2:13])=[CH:6][CH:7]=1 |f:2.3.4|. Procedure: A mixture of 3,6-dichloropyridazine (0.168 mol), 1,3-propanediamine (0.84 mol) and sodium carbonate (0.17 mol) in ethanol (500 ml) was stirred and refluxed overnight. The reaction mixture was filtered over dicalite. The filtrate was evaporated. The residue was crystallized from acetonitrile. The crystals were filtered off and dried, yielding 20.7 g of N-(6-chloro-3-pyridazinyl)-1,3-propanediamine; mp. 124.9° C. (interm. 1-c). Reported procedure: A mixture of methyl 4-bromo-5-oxo-5-phenylpentanoate (5.00 g), N-propylthiourea (2.01 g) and methanol (50 ml) was refluxed for 2 hrs. The reaction solvent was removed under reduced pressure, and the residue was dissolved in ethyl acetate. The obtained solution was washed successively with saturated aqueous sodium hydrogen carbonate and saturated brine, dried over anhydrous magnesium sulfate, and concentrated to give methyl 3-[4-phenyl-2-[N-(1-propyl)amino]-5-thiazolyl]propionate (3.64 g, yield 7... RXN SMILES: Br[CH:2]([C:9](=O)[C:10]1[CH:15]=[CH:14][CH:13]=[CH:12][CH:11]=1)[CH2:3][CH2:4][C:5]([O:7][CH3:8])=[O:6].[CH2:17]([NH:20][C:21]([NH2:23])=[S:22])[CH2:18][CH3:19]>CO>[C:10]1([C:9]2[N:23]=[C:21]([NH:20][CH2:17][CH2:18][CH3:19])[S:22][C:2]=2[CH2:3][CH2:4][C:5]([O:7][CH3:8])=[O:6])[CH:15]=[CH:14][CH:13]=[CH:12][CH:11]=1. The product is C1(=CC=CC=C1)C=1N=C(SC1CCC(=O)OC)NCCC (methyl 3-[4-phenyl-2-[N-(1-propyl)amino]-5-thiazolyl]propionate). Starting materials: BrC(CCC(=O)OC)C(C1=CC=CC=C1)=O (methyl 4-bromo-5-oxo-5-phenylpentanoate), C(CC)NC(=S)N (N-propylthiourea). The solvent is CO (methanol). Isolated yield 70.3%. Reactants: BrCc1ccccc1, CCOC(=O)c1ccc2c(C=O)c(C(C)C)[nH]c2c1, CCOC(C)=O, [K+], [K+], O=C([O-])[O-], CN(C)C=O. Product: CCOC(=O)c1ccc2c(C=O)c(C(C)C)n(Cc3ccccc3)c2c1. As a reaction SMILES: [Br:26][CH2:27][c:28]1[cH:29][cH:30][cH:31][cH:32][cH:33]1.[CH2:1]([CH3:2])[O:3][C:4](=[O:5])[c:6]1[cH:7][cH:8][c:9]2[c:10]([CH:18]=[O:19])[c:11]([CH:15]([CH3:16])[CH3:17])[nH:12][c:13]2[cH:14]1.[CH3:39][CH2:40][O:41][C:42]([CH3:43])=[O:44].[K+:20].[K+:21].[O-:22][C:23]([O-:24])=[O:25].[O:34]=[CH:35][N:36]([CH3:37])[CH3:38]>>[CH2:1]([CH3:2])[O:3][C:4](=[O:5])[c:6]1[cH:7][cH:8][c:9]2[c:10]([CH:18]=[O:19])[c:11]([CH:15]([CH3:16])[CH3:17])[n:12]([CH2:27][c:28]3[cH:29][cH:30][cH:31][cH:32][cH:33]3)[c:13]2[cH:14]1. Reactants: BrC1=CC=CC(=N1)CN1CCOCC1 (4-[(6-Bromopyridin-2-yl)methyl]morpholine), C(=O)([O-])[O-].[K+].[K+] (K2CO3), NC=1SC(=CC1C(=O)N)C#C[Si](C)(C)C(C)(C)C (2-amino-5-{[tert-butyl(dimethyl)silyl]ethynyl}thiophene-3-carboxamide), CC(C)C1=CC(=C(C(=C1)C(C)C)C2=C(C=CC=C2)P(C3CCCCC3)C4CCCCC4)C(C)C (X-Phos). The reagents and catalysts are C=1C=CC(=CC1)/C=C/C(=O)/C=C/C2=CC=CC=C2.C=1C=CC(=CC1)/C=C/C(=O)/C=C/C2=CC=CC=C2.C=1C=CC(=CC1)/C=C/C(=O)/C=C/C2=CC=CC=C2.[Pd].[Pd] (Pd2dba3). Conditions: temperature 100 celsius, time 8 hour. Product: [Si](C)(C)(C(C)(C)C)C#CC1=CC(=C(S1)NC1=NC(=CC=C1)CN1CCOCC1)C(=O)N (5-{[tert-Butyl(dimethyl)silyl]ethynyl}-2-{[6-(morpholin-4-ylmethyl)pyridin-2-yl]amino}thiophene-3-carboxamide). As a reaction SMILES: Br[C:2]1[N:7]=[C:6]([CH2:8][N:9]2[CH2:14][CH2:13][O:12][CH2:11][CH2:10]2)[CH:5]=[CH:4][CH:3]=1.[NH2:15][C:16]1[S:17][C:18]([C:24]#[C:25][Si:26]([C:29]([CH3:32])([CH3:31])[CH3:30])([CH3:28])[CH3:27])=[CH:19][C:20]=1[C:21]([NH2:23])=[O:22].CC(C1C=C(C(C)C)C(C2C=CC=CC=2P(C2CCCCC2)C2CCCCC2)=C(C(C)C)C=1)C.C([O-])([O-])=O.[K+].[K+]>C1C=CC(/C=C/C(/C=C/C2C=CC=CC=2)=O)=CC=1.C1C=CC(/C=C/C(/C=C/C2C=CC=CC=2)=O)=CC=1.C1C=CC(/C=C/C(/C=C/C2C=CC=CC=2)=O)=CC=1.[Pd].[Pd]>[Si:26]([C:25]#[C:24][C:18]1[S:17][C:16]([NH:15][C:2]2[CH:3]=[CH:4][CH:5]=[C:6]([CH2:8][N:9]3[CH2:14][CH2:13][O:12][CH2:11][CH2:10]3)[N:7]=2)=[C:20]([C:21]([NH2:23])=[O:22])[CH:19]=1)([C:29]([CH3:31])([CH3:32])[CH3:30])([CH3:28])[CH3:27] |f:3.4.5,6.7.8.9.10|. Procedure: 4-[(6-Bromopyridin-2-yl)methyl]morpholine (Example 45, Step 1) (340 mg, 1.32 mmol), 2-amino-5-{[tert-butyl(dimethyl)silyl]ethynyl}thiophene-3-carboxamide (445 mg, 1.59 mmol), Pd2dba3 (121 mg, 0.13 mmol), X-Phos (315 mg, 0.66 mmol), and K2CO3 (201 mg, 1.46 mmol) were combined in a vial, sealed, and evacuated/backfilled with nitrogen. Degassed t-amyl alcohol (3.3 ml), and the reaction was vigorously stirred at 100° C. overnight. The reaction mixture was then diluted with MeOH, combined with silica...